This data is from the Open Reaction Database (ORD), a public repository of structured organic reaction records. The task is: describe an organic reaction: reactants, conditions, products, and yield The reactants are CO, CC(=O)OCC(=O)NCC1CCCc2cc(S(=O)(=O)c3cccc(F)c3)ccc21, [Na+], [OH-]. The product is O=C(CO)NCC1CCCc2cc(S(=O)(=O)c3cccc(F)c3)ccc21. As a reaction SMILES: [CH3:32][OH:33].[F:1][c:2]1[cH:3][c:4]([S:8](=[O:9])(=[O:10])[c:11]2[cH:12][c:13]3[c:18]([cH:19][cH:20]2)[CH:17]([CH2:21][NH:22][C:23](=[O:24])[CH2:25][O:26][C:27](=[O:28])[CH3:29])[CH2:16][CH2:15][CH2:14]3)[cH:5][cH:6][cH:7]1.[Na+:31].[OH-:30]>>[F:1][c:2]1[cH:3][c:4]([S:8](=[O:9])(=[O:10])[c:11]2[cH:12][c:13]3[c:18]([cH:19][cH:20]2)[CH:17]([CH2:21][NH:22][C:23](=[O:24])[CH2:25][OH:26])[CH2:16][CH2:15][CH2:14]3)[cH:5][cH:6][cH:7]1. The reactants are Cl.Cl.N[C@@H]1CN(CC1)CC(C1=CC(=CC=C1)OC(F)(F)F)C1(CCCCC1)O (1-{2-[(3S)-3-aminopyrrolidin-1-yl]-1-[3-(trifluoromethoxy)phenyl]ethyl}cyclohexanol dihydrochloride), OC1(CCCCC1)C(C(=O)N1C[C@H](CC1)NC(OC(C)(C)C)=O)C1=CC(=CC=C1)OC(F)(F)F (tert-butyl ((3S)-1-{(1-hydroxycyclohexyl)[3-(trifluoromethoxy)phenyl]acetyl}pyrrolidin-3-yl)carbamate). Yields the product Cl.Cl.N[C@@H]1CN(CC1)C1C(CCCC1)(O)C(C)C1=CC(=CC=C1)OC(F)(F)F (2-[(3S)-3-aminopyrrolidin-1-yl]-1-[3-(trifluoromethoxy)phenyl]ethylcyclohexanol Dihydrochloride). As a reaction SMILES: [ClH:1].Cl.N[C@H]1CCN([CH2:9][CH:10]([C:22]2([OH:28])[CH2:27][CH2:26][CH2:25][CH2:24][CH2:23]2)[C:11]2[CH:16]=[CH:15][CH:14]=[C:13]([O:17][C:18]([F:21])([F:20])[F:19])[CH:12]=2)C1.OC1(C(C2C=CC=C(OC(F)(F)F)C=2)C([N:39]2[CH2:43][CH2:42][C@H:41]([NH:44]C(=O)OC(C)(C)C)[CH2:40]2)=O)CCCCC1>>[ClH:1].[ClH:1].[NH2:44][C@H:41]1[CH2:42][CH2:43][N:39]([CH:23]2[CH2:24][CH2:25][CH2:26][CH2:27][C:22]2([CH:10]([C:11]2[CH:16]=[CH:15][CH:14]=[C:13]([O:17][C:18]([F:21])([F:20])[F:19])[CH:12]=2)[CH3:9])[OH:28])[CH2:40]1 |f:0.1.2,4.5.6|. Reported procedure: In an analogous manner to Example 1, step 2, 1-{2-[(3S)-3-aminopyrrolidin-1-yl]-1-[3-(trifluoromethoxy)phenyl]ethyl}cyclohexanol dihydrochloride was prepared from tert-butyl ((3S)-1-{(1-hydroxycyclohexyl)[3-(trifluoromethoxy)phenyl]acetyl}pyrrolidin-3-yl)carbamate MS (ESI) m/z 373; HRMS: calcd for C19H27F3N2O2+H, 373.21029; found (ESI, [M+H]+), 373.2106. Starting materials: [OH-].[Na+] (sodium hydroxide), P(=O)(O)(O)O.C[C@H]1N2C=3N=C4C(=CC3C[C@@H]2CNC1)COC4 ((5R,8aR)-5-Methyl-1,3,5,6,7,8,8a,9-octahydro-2-oxa-4,4b,7-triaza-cyclopenta[b]fluorene dihydrogenphosphate), C(C)(=O)OC(C)=O (acetic acid anhydride). Run in O (water), ClCCl (dichloromethane). Run at time 15 minute. Yields the product C[C@H]1N2C=3N=C4C(=CC3C[C@@H]2CN(C1)C(C)=O)COC4 (1-((5R,8aR)-5-Methyl-3,5,6,8,8a,9-hexahydro-1H-2-oxa-4,4b,7-triaza-cyclopenta[b] fluoren-7-yl)-ethanone). RXN SMILES: P(O)(O)(O)=O.[CH3:6][C@@H:7]1[CH2:19][NH:18][CH2:17][C@@H:16]2[N:8]1[C:9]1[N:10]=[C:11]3[CH2:22][O:21][CH2:20][C:12]3=[CH:13][C:14]=1[CH2:15]2.[C:23](OC(=O)C)(=[O:25])[CH3:24].[OH-].[Na+]>O.ClCCl>[CH3:6][C@@H:7]1[CH2:19][N:18]([C:23](=[O:25])[CH3:24])[CH2:17][C@@H:16]2[N:8]1[C:9]1[N:10]=[C:11]3[CH2:22][O:21][CH2:20][C:12]3=[CH:13][C:14]=1[CH2:15]2 |f:0.1,3.4|. Reported procedure: To a solution of 0.33 (5R,8aR)-5-Methyl-1,3,5,6,7,8,8a,9-octahydro-2-oxa-4,4b,7-triaza-cyclopenta[b]fluorene dihydrogenphosphate in 4 ml water was added a solution of 1.3 ml acetic acid anhydride in 4 ml dichloromethane and the pH of the mixture was adjusted to 12.00 by addition of 1N aqueous sodium hydroxide. The mixture was stirred at room temperature for 15 minutes. The phases were separated and the organic phase was washed with 10% aqueous citric acid, saturated aqueous sodium bicarbonate an...